Dataset: the Open Reaction Database (ORD), a public repository of structured organic reaction records. Task: describe an organic reaction: reactants, conditions, products, and yield The reactants are CO, Cc1cc(N)ccc1-c1ccc(C(=O)O)cc1, O=S(Cl)Cl. Yields the product COC(=O)c1ccc(-c2ccc(N)cc2C)cc1. Reaction SMILES: [CH3:22][OH:23].[NH2:5][c:6]1[cH:7][c:8]([CH3:21])[c:9](-[c:12]2[cH:13][cH:14][c:15]([C:18](=[O:19])[OH:20])[cH:16][cH:17]2)[cH:10][cH:11]1.[S:1]([Cl:2])([Cl:3])=[O:4]>>[NH2:5][c:6]1[cH:7][c:8]([CH3:21])[c:9](-[c:12]2[cH:13][cH:14][c:15]([C:18](=[O:19])[O:20][CH3:22])[cH:16][cH:17]2)[cH:10][cH:11]1.